This data is from the Open Reaction Database (ORD), a public repository of structured organic reaction records. The task is: describe an organic reaction: reactants, conditions, products, and yield Starting materials: CrO, OS(=O)(=O)O (H2SO4), CCOC(=O)C (EtOAc), COC1=CC=2C(C3=CC=CC=C3C2C=C1)CCC1OCCO1 (2-[(2-methoxyfluoren-9-yl)ethyl]-1,3-dioxolane), reagent. Run in O (water), CCCCCC (hexane), CC(=O)C (acetone). Conditions: time 8 hour. Yields the product COC1=CC=2C(C3=CC=CC=C3C2C=C1)CCC(=O)O (3-(2-methoxyfluoren-9-yl)propionic acid). Isolated yield 67.1%. RXN SMILES: [CH3:1][O:2][C:3]1[CH:15]=[CH:14][C:13]2[C:12]3[C:7](=[CH:8][CH:9]=[CH:10][CH:11]=3)[CH:6]([CH2:16][CH2:17][CH:18]3[O:22]CC[O:19]3)[C:5]=2[CH:4]=1.OS(O)(=O)=O.CCOC(C)=O>CC(C)=O.O.CCCCCC>[CH3:1][O:2][C:3]1[CH:15]=[CH:14][C:13]2[C:12]3[C:7](=[CH:8][CH:9]=[CH:10][CH:11]=3)[CH:6]([CH2:16][CH2:17][C:18]([OH:22])=[O:19])[C:5]=2[CH:4]=1. Procedure details: A solution of 2-[(2-methoxyfluoren-9-yl)ethyl]-1,3-dioxolane (3.1 g, 10.0 mmol) in acetone (100 mL) at 0° C. was charged with Jone's reagent (90 mL) (the reagent was made by dissolving 16 g of CrO and 16 ml of H2SO4 (conc.) in 100 ml of water). The reaction mixture was stirred overnight at room temperature. The reaction was monitored by TLC (silica, 25% EtOAc in hexane). The acetone was evaporated, the residue was diluted with water (100 mL). The product was extracted into EtOAc and the organic ...